From a dataset of the Open Reaction Database (ORD), a public repository of structured organic reaction records. describe an organic reaction: reactants, conditions, products, and yield Starting materials: C1(=CC=CC=C1)SC1=CC=CC=C1 (diphenyl sulfide), C(C)OC(\C=C\C1=CC(=C(C=C1)OCC1=CC2(CCCC2)CCC1)OC(C)=O)=O ((E)-3-[3-acetoxy-4-(spiro[4.5]dec-6-en-7-ylmethoxy)-phenyl]-acrylic acid ethyl ester), [H][H] (hydrogen). Reagents/catalysts: [C].[Pd] (palladium carbon). Run in C(C)(=O)OCC (ethyl acetate), C(C)(=O)OCC (ethyl acetate). The product is C(C)OC(CCC1=CC(=C(C=C1)OCC1=CC2(CCCC2)CCC1)OC(C)=O)=O (3-[3-acetoxy-4-(spiro[4.5]dec-6-en-7-ylmethoxy)-phenyl]-propionic acid ethyl ester). Isolated yield 76.8%. As a reaction SMILES: [CH2:1]([O:3][C:4](=[O:29])/[CH:5]=[CH:6]/[C:7]1[CH:12]=[CH:11][C:10]([O:13][CH2:14][C:15]2[CH2:24][CH2:23][CH2:22][C:17]3([CH2:21][CH2:20][CH2:19][CH2:18]3)[CH:16]=2)=[C:9]([O:25][C:26](=[O:28])[CH3:27])[CH:8]=1)[CH3:2].C1(SC2C=CC=CC=2)C=CC=CC=1.[H][H]>C(OCC)(=O)C.[C].[Pd]>[CH2:1]([O:3][C:4](=[O:29])[CH2:5][CH2:6][C:7]1[CH:12]=[CH:11][C:10]([O:13][CH2:14][C:15]2[CH2:24][CH2:23][CH2:22][C:17]3([CH2:18][CH2:19][CH2:20][CH2:21]3)[CH:16]=2)=[C:9]([O:25][C:26](=[O:28])[CH3:27])[CH:8]=1)[CH3:2] |f:4.5|. Procedure: To a solution of (E)-3-[3-acetoxy-4-(spiro[4.5]dec-6-en-7-ylmethoxy)-phenyl]-acrylic acid ethyl ester (0.43 g) obtained in Step 4 in ethyl acetate (8 mL) were added 10% palladium carbon (86 mg) and a 0.1M ethyl acetate solution of diphenyl sulfide (1.08 mL), followed by stirring under increased pressure (0.4 MPa) in an atmosphere of hydrogen at room temperature for 6 hours. The reaction mixture was filtered through Celite and the filtrate was concentrated. The residue was purified by column chro...